Dataset: the Open Reaction Database (ORD), a public repository of structured organic reaction records. Task: describe an organic reaction: reactants, conditions, products, and yield Starting materials: N1(CCOCC1)C(=O)N1CC(CC(C1)C1=CC=C(C=C1)C(F)(F)F)C(N)=S (1-(Morpholin-4-ylcarbonyl)-5-[4-(trifluoromethyl)phenyl]piperidine-3-carbothioamide), ClCC(CCl)=O (1,3-dichloropropan-2-one). The product is ClCC=1N=C(SC1)C1CN(CC(C1)C1=CC=C(C=C1)C(F)(F)F)C(=O)N1CCOCC1 ({3-[4-(Chloromethyl)-1,3-thiazol-2-yl]-5-[4-(trifluoromethyl)phenyl]piperidin-1-yl}(morpholin-4-yl)methanone). As a reaction SMILES: [N:1]1([C:7]([N:9]2[CH2:14][CH:13]([C:15]3[CH:20]=[CH:19][C:18]([C:21]([F:24])([F:23])[F:22])=[CH:17][CH:16]=3)[CH2:12][CH:11]([C:25](=[S:27])[NH2:26])[CH2:10]2)=[O:8])[CH2:6][CH2:5][O:4][CH2:3][CH2:2]1.[Cl:28][CH2:29][C:30](=O)[CH2:31]Cl>>[Cl:28][CH2:29][C:30]1[N:26]=[C:25]([CH:11]2[CH2:12][CH:13]([C:15]3[CH:20]=[CH:19][C:18]([C:21]([F:22])([F:23])[F:24])=[CH:17][CH:16]=3)[CH2:14][N:9]([C:7]([N:1]3[CH2:6][CH2:5][O:4][CH2:3][CH2:2]3)=[O:8])[CH2:10]2)[S:27][CH:31]=1. Procedure: 250 mg (about 0.44 mmol) of the compound from Example 53A and 60 mg (0.52 mmol) of 1,3-dichloropropan-2-one were reacted according to the General Method 3. Yield: 150 mg (12% of theory). Reagents/catalysts: [Pd] (Pd/C). Conditions: time 24 hour. RXN SMILES: [N:1]1[CH:6]=[CH:5][C:4]([CH2:7][CH2:8][CH2:9][OH:10])=[CH:3][CH:2]=1.[CH3:11][CH2:12][OH:13].CC(O)=O.O>[Pd]>[C:12]([O:10][CH2:9][CH2:8][CH2:7][CH:4]1[CH2:5][CH2:6][NH:1][CH2:2][CH2:3]1)(=[O:13])[CH3:11] |f:1.2.3|. The product is C(C)(=O)OCCCC1CCNCC1 (3-(4-piperidinyl)propyl acetate). Starting materials: N1=CC=C(C=C1)CCCO (4-pyridinepropanol), CCO.CC(=O)O.O (EtOH HOAc H2O). Procedure details: Commercially available 4-pyridinepropanol (6-10) (38 g, 277 mmol) was dissolved in 100 ml EtOH/HOAc/H2O (4:1:1) and treated with 2.0 g 10% Pd/C. This mixture was hydrogenated on a Parr reactor for 24 h at 55 psi. The catalyst was removed by filtration and the filtrate evaporated to give 3-(4-piperidinyl)propyl acetate. Reaction conditions: time 1 hour. Procedure: To a 100 mL round-bottomed flask was added tert-butyl 4-bromo-5-((3-(diethylcarbamothioylthio)pyridin-4-yl)carbamoyl)thiazol-2-ylcarbamate (1.0 g, 1.8 mmol) and a 1:1 mixture of TFA (0.14 mL, 1.8 mmol) and DCM (0.12 mL, 1.8 mmol) with a few drops of triethylsilane. The solution was then stirred at room temperature. LCMS indicated that the reaction was complete after about 1 hour. The solvents were removed, and the resulting oil was used without further manipulation. To a 100 mL round-bottomed fl... Reaction SMILES: [Br:1][C:2]1[N:3]=[C:4]([NH:24][C:25](=[O:31])OC(C)(C)C)[S:5][C:6]=1[C:7](=O)[NH:8][C:9]1[CH:14]=[CH:13][N:12]=[CH:11][C:10]=1[S:15]C(=S)N(CC)CC.C(O)(C(F)(F)F)=O.C(Cl)Cl.C(N(CC)C(SC1C=NC=CC=1NC(C1SC(N)=NC=1Br)=O)=S)C.C(O)=O>C([SiH](CC)CC)C>[Br:1][C:2]1[N:3]=[C:4]([NH:24][CH:25]=[O:31])[S:5][C:6]=1[C:7]1[S:15][C:10]2[CH:11]=[N:12][CH:13]=[CH:14][C:9]=2[N:8]=1. Reactants: BrC=1N=C(SC1C(NC1=C(C=NC=C1)SC(N(CC)CC)=S)=O)NC(OC(C)(C)C)=O (tert-butyl 4-bromo-5-((3-(diethylcarbamothioylthio)pyridin-4-yl)carbamoyl)thiazol-2-ylcarbamate), C(C)N(C(=S)SC=1C=NC=CC1NC(=O)C1=C(N=C(S1)N)Br)CC (4-(2-amino-4-bromothiazole-5-carboxamido)pyridin-3-yl diethylcarbamodithioate), C(=O)O (formic acid), C(=O)(C(F)(F)F)O (TFA), C(Cl)Cl (DCM). The reagents and catalysts are C(C)[SiH](CC)CC (triethylsilane). Product: BrC=1N=C(SC1C=1SC=2C=NC=CC2N1)NC=O (N-(4-bromo-5-(thiazolo[5,4-c]pyridin-2-yl)thiazol-2-yl)formamide). Reactants: OC1(CCN(CC1)C(C)=O)C=1C=C2C=CN(C2=CC1)[Si](C(C)C)(C(C)C)C(C)C (1-(4-Hydroxy-4-[1-triisopropylsilyl-1H-indol-5-yl]-piperidin-1-yl)ethanone), C1(=CC=C(C=C1)S(=O)(=O)[O-])C.[NH+]1=CC=CC=C1 (pyridinium p-toluenesulfonate), O (water). Run in ClCCl (dichloromethane). Run at time 72 hour. The product is C(C)(C)[Si](N1C=CC2=CC(=CC=C12)C=1CCN(CC1)C(C)=O)(C(C)C)C(C)C (1-(4-[1-triisopropylsilyl-1H-indol-5-yl]-1,2,3,6-tetrahydropyridin-1-yl)-ethanone). Isolated yield 66.4%. As a reaction SMILES: O[C:2]1([C:11]2[CH:12]=[C:13]3[C:17](=[CH:18][CH:19]=2)[N:16]([Si:20]([CH:27]([CH3:29])[CH3:28])([CH:24]([CH3:26])[CH3:25])[CH:21]([CH3:23])[CH3:22])[CH:15]=[CH:14]3)[CH2:7][CH2:6][N:5]([C:8](=[O:10])[CH3:9])[CH2:4][CH2:3]1.C1(C)C=CC(S([O-])(=O)=O)=CC=1.[NH+]1C=CC=CC=1.O>ClCCl>[CH:27]([Si:20]([CH:21]([CH3:23])[CH3:22])([CH:24]([CH3:26])[CH3:25])[N:16]1[C:17]2[C:13](=[CH:12][C:11]([C:2]3[CH2:7][CH2:6][N:5]([C:8](=[O:10])[CH3:9])[CH2:4][CH:3]=3)=[CH:19][CH:18]=2)[CH:14]=[CH:15]1)([CH3:29])[CH3:28] |f:1.2|. Procedure details: 1-(4-Hydroxy-4-[1-triisopropylsilyl-1H-indol-5-yl]-piperidin-1-yl)ethanone (3.11 g, 7.4 mmol) in dichloromethane (100 ml) was treated with pyridinium p-toluenesulfonate (3.8 g, 15.1 mmol) and stirred for 72 hours. The solution was poured into water and extracted with dichloromethane (100 ml). The extractions were dried (MgSO4), concentrated and the crude product purified by flash chromatography using ethyl acetate as eluant, to give 1-(4-[1-triisopropylsilyl-1H-indol-5-yl]-1,2,3,6-tetrahydropyri... Reactants: Cc1ccccc1, O=Cc1ccccc1, CC(C)C(N)CO. Yields the product CC(C)C(CO)N=Cc1ccccc1. As a reaction SMILES: [CH3:16][c:17]1[cH:18][cH:19][cH:20][cH:21][cH:22]1.[CH:1](=[O:2])[c:3]1[cH:4][cH:5][cH:6][cH:7][cH:8]1.[NH2:9][CH:10]([CH:11]([CH3:12])[CH3:13])[CH2:14][OH:15]>>[CH:1]([c:3]1[cH:4][cH:5][cH:6][cH:7][cH:8]1)=[N:9][CH:10]([CH:11]([CH3:12])[CH3:13])[CH2:14][OH:15]. Procedure: 2-(2-Azido-1-hydroxyethyl)-5-methyl-2,3,6,7-tetrahydrofuro[2,3-f]quinoline-7-one (1.01 g, 3.53 mmol) was dissolved in tetrahydrofuran (100 ml), to which 10% palladium-on-carbon (1.01 g) was added for hydrogen replacement and stirred at room temperature for 3 hours. The reaction mixture was filtered, and the filtrate was condensed under reduced pressure. The residue was dissolved in a solvent mixture of methanol (40 ml) and chloroform (10 ml), to which 4N-HCl-dioxane (0.94 ml) was added while coo... Reagents/catalysts: [Pd] (palladium-on-carbon). Run at time 3 hour. RXN SMILES: [N:1]([CH2:4][CH:5]([CH:7]1[O:21][C:10]2=[C:11]3[C:16](=[C:17]([CH3:19])[CH:18]=[C:9]2[CH2:8]1)[NH:15][C:14](=[O:20])[CH:13]=[CH:12]3)[OH:6])=[N+]=[N-].[H][H].C(Cl)(Cl)[Cl:25]>O1CCCC1.CO.Cl.O1CCOCC1.[Pd]>[NH2:1][CH2:4][CH:5]([CH:7]1[O:21][C:10]2=[C:11]3[C:16](=[C:17]([CH3:19])[CH:18]=[C:9]2[CH2:8]1)[NH:15][C:14](=[O:20])[CH:13]=[CH:12]3)[OH:6].[ClH:25] |f:5.6,8.9|. The product is NCC(O)C1CC=2C(=C3C=CC(NC3=C(C2)C)=O)O1.Cl (2-(2-Amino-1-hydroxyethyl)-5-methyl-2,3,6,7-tetrahydrofuro[2,3-f]quinoline-7-one·HCl). Yield: 71.6%. Reactants: [H][H] (hydrogen), C(Cl)(Cl)Cl (chloroform), N(=[N+]=[N-])CC(O)C1CC=2C(=C3C=CC(NC3=C(C2)C)=O)O1 (2-(2-Azido-1-hydroxyethyl)-5-methyl-2,3,6,7-tetrahydrofuro[2,3-f]quinoline-7-one). Run in CO (methanol), Cl.O1CCOCC1 (HCl dioxane), O1CCCC1 (tetrahydrofuran).